This data is from the Open Reaction Database (ORD), a public repository of structured organic reaction records. The task is: describe an organic reaction: reactants, conditions, products, and yield The reactants are N1=C(C=CC=C1)CN1CCC2(CC1)OC1=CC=C(C=C1C(C2)=O)/C=C/C(=O)O ((E)-3-{1′-(pyridin-2-ylmethyl)-4-oxo-spiro[chromane-2,4′-piperidine]-6-yl}-acrylic acid), crude compound, C(CCl)Cl (EDC), NOC1OCCCC1 (NH2OTHP), TEA. Run in C(Cl)Cl (DCM). Run at time 8 hour. Product: N1=C(C=CC=C1)CN1CCC2(CC1)OC1=CC=C(C=C1C(C2)=O)/C=C/C(=O)NO ((E)-3-{1′-(pyridin-2-ylmethyl)-4-oxo-spiro[chromane-2,4′-piperidine]-6-yl}-N-hydroxy-acrylamide), di-hydrochloride. RXN SMILES: [N:1]1[CH:6]=[CH:5][CH:4]=[CH:3][C:2]=1[CH2:7][N:8]1[CH2:13][CH2:12][C:11]2([CH2:22][C:21](=[O:23])[C:20]3[C:15](=[CH:16][CH:17]=[C:18](/[CH:24]=[CH:25]/[C:26]([OH:28])=O)[CH:19]=3)[O:14]2)[CH2:10][CH2:9]1.C(Cl)CCl.[NH2:33][O:34]C1CCCCO1>C(Cl)Cl>[N:1]1[CH:6]=[CH:5][CH:4]=[CH:3][C:2]=1[CH2:7][N:8]1[CH2:13][CH2:12][C:11]2([CH2:22][C:21](=[O:23])[C:20]3[C:15](=[CH:16][CH:17]=[C:18](/[CH:24]=[CH:25]/[C:26]([NH:33][OH:34])=[O:28])[CH:19]=3)[O:14]2)[CH2:10][CH2:9]1. Procedure details: (E)-3-{1′-(pyridin-2-ylmethyl)-4-oxo-spiro[chromane-2,4′-piperidine]-6-yl}-acrylic acid (133 mg, crude compound from STEP B) was dissolved in DCM (4 ml) and TEA (0.098 ml, 0.704 mmol). EDC (101 mg, 0.53 mmol) HOBT (71 mg, 0.53 mmol) and NH2OTHP (49 mg, 0.42 mmol) were added, the mixture was stirred at RT overnight and then partitioned between water and DCM. The organic phase was dried over Na2SO4 and evaporated. The crude residue was purified by column chromatography (eluent: DCM/MeOH/NH4OH 96:4... The reactants are N[C@H](CO)C ((S)-2-aminopropan-1-ol), Cl.FC=1C=C(C=CC1OC)[C@H](N)C1=CC=NN1C ((S)-(3-fluoro-4-methoxyphenyl)(1-methyl-1H-pyrazol-5-yl)methanamine hydrochloride), NC1COCC1 (3-amino-tetrahydrofuran), Cl.FC=1C=C(C=CC1OC)[C@H](N)C=1C=NN(C1)C ((S)-(3-fluoro-4-methoxy-phenyl)-(1-methylpyrazol-4-yl)methanamine hydrochloride). The product is FC=1C=C(C=CC1OC)[C@H](NC(=O)C=1C=C2C=C(N=CC2=CC1)NC1COCC1)C1=CC=NN1C (N—((S)-(3-Fluoro-4-methoxyphenyl)(1-methyl-1H-pyrazol-5-yl)methyl)-3-(tetrahydrofuran-3-ylamino)isoquinoline-6-carboxamide). RXN SMILES: N[C@@H:2]([CH3:5])[CH2:3][OH:4].[NH2:6][CH:7]1[CH2:11][CH2:10][O:9][CH2:8]1.Cl.FC1C=[C:16]([C@@H:22]([C:24]2C=N[N:27]([CH3:29])[CH:28]=2)N)[CH:17]=[CH:18]C=1OC.Cl.[F:31][C:32]1[CH:33]=[C:34]([C@@H:40]([C:42]2[N:46]([CH3:47])[N:45]=[CH:44][CH:43]=2)[NH2:41])[CH:35]=[CH:36][C:37]=1[O:38][CH3:39]>>[F:31][C:32]1[CH:33]=[C:34]([C@@H:40]([C:42]2[N:46]([CH3:47])[N:45]=[CH:44][CH:43]=2)[NH:41][C:3]([C:2]2[CH:5]=[C:22]3[C:16](=[CH:17][CH:18]=2)[CH:29]=[N:27][C:28]([NH:6][CH:7]2[CH2:11][CH2:10][O:9][CH2:8]2)=[CH:24]3)=[O:4])[CH:35]=[CH:36][C:37]=1[O:38][CH3:39] |f:2.3,4.5|. Procedure details: N—((S)-(3-Fluoro-4-methoxyphenyl)(1-methyl-1H-pyrazol-5-yl)methyl)-3-(tetrahydrofuran-3-ylamino)isoquinoline-6-carboxamide (II-31) was prepared analogously except in step 2, (S)-2-aminopropan-1-ol was replaced with 3-amino-tetrahydrofuran and in step 5, (S)-(3-fluoro-4-methoxy-phenyl)-(1-methylpyrazol-4-yl)methanamine hydrochloride was replaced with (S)-(3-fluoro-4-methoxyphenyl)(1-methyl-1H-pyrazol-5-yl)methanamine hydrochloride (50f). 1H NMR (500 MHz, DMSO-d6) δ 9.46 (s, J=6.5 Hz, 1H), 8.93 (s... Reagents/catalysts: C=1C=CC(=CC1)/C=C/C(=O)/C=C/C2=CC=CC=C2.C=1C=CC(=CC1)/C=C/C(=O)/C=C/C2=CC=CC=C2.C=1C=CC(=CC1)/C=C/C(=O)/C=C/C2=CC=CC=C2.[Pd].[Pd] (Pd2(dba)3). The reactants are FC(CN1CC=2N(CC1)N=C(C2)N)(F)F (5-(2,2,2-Trifluoroethyl)-4,5,6,7-tetrahydropyrazolo[1,5-a]pyrazin-2-amine), BrC=1C(N(C=C(C1)Br)C)=O (3,5-dibromo-1-methylpyridin-2(1H)-one), C([O-])([O-])=O.[Cs+].[Cs+] (cesium carbonate), CC1(C2=C(C(=CC=C2)P(C3=CC=CC=C3)C4=CC=CC=C4)OC5=C(C=CC=C51)P(C6=CC=CC=C6)C7=CC=CC=C7)C (xantphos). The solvent is O1CCOCC1 (1,4-dioxane). Reaction SMILES: [F:1][C:2]([F:15])([F:14])[CH2:3][N:4]1[CH2:9][CH2:8][N:7]2[N:10]=[C:11]([NH2:13])[CH:12]=[C:6]2[CH2:5]1.Br[C:17]1[C:18](=[O:25])[N:19]([CH3:24])[CH:20]=[C:21]([Br:23])[CH:22]=1.C(=O)([O-])[O-].[Cs+].[Cs+].CC1(C)C2C(=C(P(C3C=CC=CC=3)C3C=CC=CC=3)C=CC=2)OC2C(P(C3C=CC=CC=3)C3C=CC=CC=3)=CC=CC1=2>C1C=CC(/C=C/C(/C=C/C2C=CC=CC=2)=O)=CC=1.C1C=CC(/C=C/C(/C=C/C2C=CC=CC=2)=O)=CC=1.C1C=CC(/C=C/C(/C=C/C2C=CC=CC=2)=O)=CC=1.[Pd].[Pd].O1CCOCC1>[Br:23][C:21]1[CH:22]=[C:17]([NH:13][C:11]2[CH:12]=[C:6]3[CH2:5][N:4]([CH2:3][C:2]([F:1])([F:14])[F:15])[CH2:9][CH2:8][N:7]3[N:10]=2)[C:18](=[O:25])[N:19]([CH3:24])[CH:20]=1 |f:2.3.4,6.7.8.9.10|. Yield: 76.0%. The product is BrC=1C=C(C(N(C1)C)=O)NC1=NN2C(CN(CC2)CC(F)(F)F)=C1 (5-Bromo-1-methyl-3-(5-(2,2,2-trifluoroethyl)-4,5,6,7-tetrahydropyrazolo[1,5-a]pyrazin-2-ylamino)pyridin-2(1H)-one). Procedure details: A 100-mL round-bottomed flask equipped with a reflux condenser was charged with 134b (300 mg, 1.36 mmol), 3,5-dibromo-1-methylpyridin-2(1H)-one (364 mg, 1.36 mmol), cesium carbonate (887 mg, 2.7 mmol), and 1,4-dioxane (20 mL). After bubbling nitrogen through the suspension for 10 minutes, xantphos (78 mg, 0.136 mmol) and Pd2(dba)3 (62 mg, 0.068 mmol) were added. The system was subjected to three cycles of vacuum/argon flush and heated at reflux for 5 h. It was then cooled to room temperature and... Starting materials: CO, CC(=O)O, O=CC1Cc2ccc(F)cc2C1, Cc1cc2ncn(C3CCNCC3)c2cc1F. Yields the product Cc1cc2ncn(C3CCN(CC4Cc5ccc(F)cc5C4)CC3)c2cc1F. Reaction SMILES: [CH3:30][OH:31].[CH3:32][C:33](=[O:34])[OH:35].[F:18][c:19]1[cH:20][c:21]2[c:25]([cH:26][cH:27]1)[CH2:24][CH:23]([CH:28]=[O:29])[CH2:22]2.[F:1][c:2]1[c:3]([CH3:17])[cH:4][c:5]2[c:6]([n:7]([CH:10]3[CH2:11][CH2:12][NH:13][CH2:14][CH2:15]3)[cH:8][n:9]2)[cH:16]1>>[F:1][c:2]1[c:3]([CH3:17])[cH:4][c:5]2[c:6]([n:7]([CH:10]3[CH2:11][CH2:12][N:13]([CH2:28][CH:23]4[CH2:22][c:21]5[cH:20][c:19]([F:18])[cH:27][cH:26][c:25]5[CH2:24]4)[CH2:14][CH2:15]3)[cH:8][n:9]2)[cH:16]1. The product is CC(C)(C)OC(=O)CSc1nc2cc(C#Cc3ccc(Oc4ccccc4)cc3)c(Cl)cc2[nH]1. Reactants: CC(C)(C)OC(=O)CSc1nc2cc(I)c(Cl)cc2[nH]1, C#Cc1ccc(Oc2ccccc2)cc1, CO, CCOC(C)=O, I[Cu]I, CN(C)C=O, Cl[Pd]Cl, c1ccc(P(c2ccccc2)c2ccccc2)cc1, c1ccc(P(c2ccccc2)c2ccccc2)cc1. Reaction SMILES: [C:1]([CH3:2])([CH3:3])([CH3:4])[O:5][C:6]([CH2:7][S:8][c:9]1[n:10][c:11]2[c:12]([nH:13]1)[cH:14][c:15]([Cl:19])[c:16]([I:18])[cH:17]2)=[O:20].[C:21](#[CH:22])[c:23]1[cH:24][cH:25][c:26]([O:29][c:30]2[cH:31][cH:32][cH:33][cH:34][cH:35]2)[cH:27][cH:28]1.[CH3:41][OH:42].[CH3:43][CH2:44][O:45][C:46]([CH3:47])=[O:48].[Cu:49]([I:50])[I:51].[O:36]=[CH:37][N:38]([CH3:39])[CH3:40].[Pd:52]([Cl:53])[Cl:54].[c:55]1([P:56]([c:57]2[cH:58][cH:59][cH:60][cH:61][cH:62]2)[c:63]2[cH:64][cH:65][cH:66][cH:67][cH:68]2)[cH:69][cH:70][cH:71][cH:72][cH:73]1.[c:74]1([P:75]([c:76]2[cH:77][cH:78][cH:79][cH:80][cH:81]2)[c:82]2[cH:83][cH:84][cH:85][cH:86][cH:87]2)[cH:88][cH:89][cH:90][cH:91][cH:92]1>>[C:1]([CH3:2])([CH3:3])([CH3:4])[O:5][C:6]([CH2:7][S:8][c:9]1[n:10][c:11]2[c:12]([nH:13]1)[cH:14][c:15]([Cl:19])[c:16]([C:22]#[C:21][c:23]1[cH:24][cH:25][c:26]([O:29][c:30]3[cH:31][cH:32][cH:33][cH:34][cH:35]3)[cH:27][cH:28]1)[cH:17]2)=[O:20]. The product is CC(C)(O)c1ccc(Br)cn1. Reactants: Brc1ccc(Br)nc1, [Li]CCCC, CC(C)=O, Cc1ccccc1. Reaction SMILES: [Br:1][c:2]1[n:3][cH:4][c:5]([Br:8])[cH:6][cH:7]1.[CH2:9]([Li:10])[CH2:11][CH2:12][CH3:13].[CH3:14][C:15]([CH3:16])=[O:17].[CH3:18][c:19]1[cH:20][cH:21][cH:22][cH:23][cH:24]1>>[c:2]1([C:15]([CH3:14])([CH3:16])[OH:17])[n:3][cH:4][c:5]([Br:8])[cH:6][cH:7]1. Starting materials: CCCCCCCOc1cccc(C(=O)O)c1, Nc1ccccc1S(N)(=O)=O, O=S(Cl)Cl, c1ccccc1. Product: CCCCCCCOc1cccc(C(=O)Nc2ccccc2S(N)(=O)=O)c1. As a reaction SMILES: [CH2:1]([CH2:2][CH2:3][CH2:4][CH2:5][CH2:6][CH3:7])[O:8][c:9]1[cH:10][c:11]([C:12](=[O:13])[OH:14])[cH:15][cH:16][cH:17]1.[NH2:22][c:23]1[c:24]([S:29](=[O:30])(=[O:31])[NH2:32])[cH:25][cH:26][cH:27][cH:28]1.[S:18]([Cl:19])([Cl:20])=[O:21].[cH:33]1[cH:34][cH:35][cH:36][cH:37][cH:38]1>>[CH2:1]([CH2:2][CH2:3][CH2:4][CH2:5][CH2:6][CH3:7])[O:8][c:9]1[cH:10][c:11]([C:12](=[O:14])[NH:22][c:23]2[c:24]([S:29](=[O:30])(=[O:31])[NH2:32])[cH:25][cH:26][cH:27][cH:28]2)[cH:15][cH:16][cH:17]1.